This data is from the Open Reaction Database (ORD), a public repository of structured organic reaction records. The task is: describe an organic reaction: reactants, conditions, products, and yield Starting materials: BrCC1=CC=C(C=C1)C1=NOC(=C1)C(=O)N (3-(4-bromomethyl-phenyl)-isoxazole-5-carboxylic acid amide), BrCC1=CC=C(C=C1)C1=NOC(=C1)C(=O)N (3-(4-bromomethyl-phenyl)-isoxazole-5-carboxylic acid amide), C(C)(C)C1=C(C=CC=C1)O (2-isopropylphenol), C(=O)([O-])[O-].[K+].[K+] (K2CO3). Solvent: CC#N (CH3CN). Run at temperature 90 celsius. Yields the product C(C)(C)C1=C(OCC2=CC=C(C=C2)C2=NOC(=C2)C(=O)N)C=CC=C1 (3-[4-(2-isopropyl-phenoxymethyl)-phenyl]-isoxazole-5-carboxylic acid amide). Yield: 77.8%. As a reaction SMILES: Br[CH2:2][C:3]1[CH:8]=[CH:7][C:6]([C:9]2[CH:13]=[C:12]([C:14]([NH2:16])=[O:15])[O:11][N:10]=2)=[CH:5][CH:4]=1.[CH:17]([C:20]1[CH:25]=[CH:24][CH:23]=[CH:22][C:21]=1[OH:26])([CH3:19])[CH3:18].C([O-])([O-])=O.[K+].[K+]>CC#N>[CH:17]([C:20]1[CH:25]=[CH:24][CH:23]=[CH:22][C:21]=1[O:26][CH2:2][C:3]1[CH:8]=[CH:7][C:6]([C:9]2[CH:13]=[C:12]([C:14]([NH2:16])=[O:15])[O:11][N:10]=2)=[CH:5][CH:4]=1)([CH3:19])[CH3:18] |f:2.3.4|. Reported procedure: To a mixture of 3-(4-bromomethyl-phenyl)-isoxazole-5-carboxylic acid amide (which may be prepared as described in Preparation of Intermediate 14; 30 mg, 0.107 mmol) in CH3CN (2 mL) were added 2-isopropylphenol (25 μL, 0.185 mmol) and K2CO3 (30 mg, 0.22 mmol). The mixture was heated at 90° C. for 16 h and then evaporated to dryness. The residue was purified by chromatography (66-75% EtOAc/hexanes) to give 3-[4-(2-isopropyl-phenoxymethyl)-phenyl]-isoxazole-5-carboxylic acid amide (28 mg, 78%) as a... Reactants: C(Cl)(Cl)Cl (chloroform), N1=C(C=CC=C1)CC(=O)OCC (Ethyl 2-(pyridin-2-yl)acetate), CO (methanol), C(Cl)(Cl)Cl (chloroform). Reagents/catalysts: O=[Pt]=O (PtO2). Run in C(C)O (ethanol). Conditions: temperature 40 celsius, time 8 hour. The product is Cl.N1C(CCCC1)CC(=O)OCC (Ethyl 2-(piperidin-2-yl)acetate Hydrochloride). As a reaction SMILES: [N:1]1[CH:6]=[CH:5][CH:4]=[CH:3][C:2]=1[CH2:7][C:8]([O:10][CH2:11][CH3:12])=[O:9].C(Cl)(Cl)[Cl:14].CO>C(O)C.O=[Pt]=O>[ClH:14].[NH:1]1[CH2:6][CH2:5][CH2:4][CH2:3][CH:2]1[CH2:7][C:8]([O:10][CH2:11][CH3:12])=[O:9] |f:5.6|. Procedure: Ethyl 2-(pyridin-2-yl)acetate (24.51 g, 148.4 mmol) was dissolved in ethanol (130 ml), and PtO2 (3.37 g, 14.84 mmol, 0.1 eq.) and chloroform (20 ml) were added. The suspension was stirred under an H2 atmosphere (8 bar) at 40° C. overnight. According to TLC control (silica gel, MC/methanol 95:5), the reaction was not complete, so that further chloroform (15 ml) was added and the mixture was stirred under an H2 atmosphere (8 bar) at 40° C. for a further 2 d (TLC control). After cooling, the cataly... Starting materials: C(C)OC(C(CC1=CC=C(C=C1)C#CCCCCO)OC)=O (3-[4-(6-Hydroxy-hex-1-ynyl)-phenyl]-2-methoxy-propionic acid ethyl ester), OC1=CC=C(C(=O)C2=CC=CC=C2)C=C1 (4-hydroxybenzophenone). Product: C(C1=CC=CC=C1)(=O)C1=CC=C(OCCCCC#CC2=CC=C(C=C2)C[C@@H](C(=O)O)OC)C=C1 ((2S)-3-{4-[6-(4-Benzoyl-phenoxy)-hex-1-ynyl]-phenyl}-2-methoxy-propionic acid). RXN SMILES: C([O:3][C:4](=[O:22])[CH:5]([O:20][CH3:21])[CH2:6][C:7]1[CH:12]=[CH:11][C:10]([C:13]#[C:14][CH2:15][CH2:16][CH2:17][CH2:18][OH:19])=[CH:9][CH:8]=1)C.O[C:24]1[CH:37]=[CH:36][C:27]([C:28]([C:30]2[CH:35]=[CH:34][CH:33]=[CH:32][CH:31]=2)=[O:29])=[CH:26][CH:25]=1>>[C:28]([C:30]1[CH:35]=[CH:34][C:33]([O:19][CH2:18][CH2:17][CH2:16][CH2:15][C:14]#[C:13][C:10]2[CH:9]=[CH:8][C:7]([CH2:6][C@H:5]([O:20][CH3:21])[C:4]([OH:3])=[O:22])=[CH:12][CH:11]=2)=[CH:32][CH:31]=1)(=[O:29])[C:27]1[CH:36]=[CH:37][CH:24]=[CH:25][CH:26]=1. Procedure details: The title compound was prepared from 3-[4-(6-Hydroxy-hex-1-ynyl)-phenyl]-2-methoxy-propionic acid ethyl ester (Example 49, Step A) and 4-hydroxybenzophenone via the standard Mitsunobu coupling-hydrolysis procedure (Standard Procedure A) to produce the title compound. MS(ES) for C29H28O5 [M+H]+: 457.2. The reactants are CCO, O=C(Nc1cc2nc(-c3ccc([N+](=O)[O-])cc3)[nH]c2cn1)C1CCCCC1. The product is Nc1ccc(-c2nc3cc(NC(=O)C4CCCCC4)ncc3[nH]2)cc1. Reaction SMILES: [CH3:28][CH2:29][OH:30].[N+:1]([O-:2])(=[O:3])[c:4]1[cH:5][cH:6][c:7](-[c:10]2[n:11][c:12]3[c:13]([cH:14][n:15][c:16]([NH:18][C:19](=[O:20])[CH:21]4[CH2:22][CH2:23][CH2:24][CH2:25][CH2:26]4)[cH:17]3)[nH:27]2)[cH:8][cH:9]1>>[NH2:1][c:4]1[cH:5][cH:6][c:7](-[c:10]2[n:11][c:12]3[c:13]([cH:14][n:15][c:16]([NH:18][C:19](=[O:20])[CH:21]4[CH2:22][CH2:23][CH2:24][CH2:25][CH2:26]4)[cH:17]3)[nH:27]2)[cH:8][cH:9]1. The reactants are [OH-].[Na+] (caustic soda), ClC(C[N+](=O)[O-])(Cl)Cl (2,2,2-trichloro-1-nitroethane), Cl (hydrochloric acid), CNCCCS (1-methylamino-3-propanethiol), [OH-].[Na+] (caustic soda). The solvent is CO (methanol), CO (methanol), C(Cl)Cl (methylene chloride), O (water), CO (methanol). Reaction conditions: temperature 0 celsius, time 1 hour. The product is CN1C(SCCC1)=C[N+](=O)[O-] (tetrahydro-3-methyl-2-(nitromethylene)- 1,3-thiazine). Yield: 95.7%. RXN SMILES: [CH3:1][NH:2][CH2:3][CH2:4][CH2:5][SH:6].[OH-].[Na+].Cl[C:10](Cl)(Cl)[CH2:11][N+:12]([O-:14])=[O:13].Cl>CO.C(Cl)Cl.O>[CH3:1][N:2]1[CH2:3][CH2:4][CH2:5][S:6][C:10]1=[CH:11][N+:12]([O-:14])=[O:13] |f:1.2|. Procedure details: Into 40 ml of methanol were added 5.0 g of 1-methylamino-3-propanethiol and 1.0 g g of caustic soda, followed by stirring, to be completely dissolved therein. Then, the mixture was cooled to 0° C. While stirring the solution, a solution of 2.2 g of caustic soda dissolved in 25 ml of methanol and a solution of 3.5 g of 2,2,2-trichloro-1-nitroethane diluted in 20 ml of methanol were added at the same time dropwise slowly over 50 minutes, and the reaction was carried out for one hour. The reaction ...